From a dataset of the Open Reaction Database (ORD), a public repository of structured organic reaction records. describe an organic reaction: reactants, conditions, products, and yield Reported procedure: To 6-methoxy-5-(6-(trifluoromethyl)-1H-indazol-4-yl)picolinonitrile (0.5 g, 1.571 mmol) in EtOH (20 mL) was added sodium hydroxide (3.93 mL, 7.86 mmol). The reaction mixture was stirred for 50 minutes at reflux and was subsequently diluted with water and acidified with concentrated HCl. The volatiles were evaporated and the residue was purified by preparative HPLC, eluting with 45% acetonitrile (containing 0.035% TFA) in H2O (containing 0.05% TFA) over a period of 4 minutes. The product-containi... Reaction SMILES: [CH3:1][O:2][C:3]1[N:8]=[C:7]([C:9]#N)[CH:6]=[CH:5][C:4]=1[C:11]1[CH:19]=[C:18]([C:20]([F:23])([F:22])[F:21])[CH:17]=[C:16]2[C:12]=1[CH:13]=[N:14][NH:15]2.[OH-:24].[Na+].Cl.[OH2:27]>CCO>[CH3:1][O:2][C:3]1[N:8]=[C:7]([C:9]([OH:27])=[O:24])[CH:6]=[CH:5][C:4]=1[C:11]1[CH:19]=[C:18]([C:20]([F:23])([F:22])[F:21])[CH:17]=[C:16]2[C:12]=1[CH:13]=[N:14][NH:15]2 |f:1.2|. The reactants are COC1=C(C=CC(=N1)C#N)C1=C2C=NNC2=CC(=C1)C(F)(F)F (6-methoxy-5-(6-(trifluoromethyl)-1H-indazol-4-yl)picolinonitrile), [OH-].[Na+] (sodium hydroxide), O (water), Cl (HCl). Run at time 50 minute. The product is COC1=C(C=CC(=N1)C(=O)O)C1=C2C=NNC2=CC(=C1)C(F)(F)F (6-methoxy-5-(6-(trifluoromethyl)-1H-indazol-4-yl)picolinic acid). The solvent is CCO (EtOH). Solvent: C1(=CC=CC=C1)C (toluene). The reagents and catalysts are C(C)(=O)[O-].[Pd+2].C(C)(=O)[O-] (palladium (II) acetate). Yields the product C(C)(C)(C)OC(N[C@H](COC=1C=CC2=C(C1)OC(C1=CN=CC=C12)C1CC1)CC(C)C)=O (tert-butyl-(2S)-1-(5-cyclopropyl-5H-chromeno[3,4-c]pyridin-8-yloxy)-4-methylpentan-2-ylcarbamate). Procedure: To a stirred solution of 8-chloro-5-cyclopropyl-5H-chromeno[3,4-c]pyridine (275 mg, 1.067 mmol) in toluene (3 mL) was added (S)-tert-butyl (1-hydroxy-4-methylpentan-2-yl)carbamate (696 mg, 3.20 mmol), cesium carbonate (427 mg, 1.310 mmol), di-tert-butyl(2′,4′,6′-triisopropyl-[1′,1′-biphenyl]-2-yl)phosphine (272 mg, 0.640 mmol) and palladium (II) acetate (71.9 mg, 0.320 mmol). Nitrogen was bubbled through the reaction mixture for 10 min then the mixture was heated at 80° C. for 12 h. The reaction... Reaction SMILES: Cl[C:2]1[CH:3]=[CH:4][C:5]2[C:15]3[C:10](=[CH:11][N:12]=[CH:13][CH:14]=3)[CH:9]([CH:16]3[CH2:18][CH2:17]3)[O:8][C:6]=2[CH:7]=1.[OH:19][CH2:20][C@@H:21]([NH:26][C:27](=[O:33])[O:28][C:29]([CH3:32])([CH3:31])[CH3:30])[CH2:22][CH:23]([CH3:25])[CH3:24].C(=O)([O-])[O-].[Cs+].[Cs+]>C1(C)C=CC=CC=1.C([O-])(=O)C.[Pd+2].C([O-])(=O)C>[C:29]([O:28][C:27](=[O:33])[NH:26][C@@H:21]([CH2:22][CH:23]([CH3:24])[CH3:25])[CH2:20][O:19][C:2]1[CH:3]=[CH:4][C:5]2[C:15]3[C:10](=[CH:11][N:12]=[CH:13][CH:14]=3)[CH:9]([CH:16]3[CH2:18][CH2:17]3)[O:8][C:6]=2[CH:7]=1)([CH3:32])([CH3:31])[CH3:30] |f:2.3.4,6.7.8|. Starting materials: ClC=1C=CC2=C(C1)OC(C1=CN=CC=C12)C1CC1 (8-chloro-5-cyclopropyl-5H-chromeno[3,4-c]pyridine), OC[C@H](CC(C)C)NC(OC(C)(C)C)=O ((S)-tert-butyl (1-hydroxy-4-methylpentan-2-yl)carbamate), C([O-])([O-])=O.[Cs+].[Cs+] (cesium carbonate), di-tert-butyl(2′,4′,6′-triisopropyl-[1′,1′-biphenyl]-2-yl)phosphine. The yield is 53.4%. Run at temperature 80 celsius. Reactants: Nc1ncnc2c1nc(CBr)n2CCc1ccccc1, [Na], CN(C)C=O, CCOP(=O)(CO)OCC. Product: CCOP(=O)(COCc1nc2c(N)ncnc2n1CCc1ccccc1)OCC. RXN SMILES: [CH2:1]([CH2:2][c:3]1[cH:4][cH:5][cH:6][cH:7][cH:8]1)[n:9]1[c:10]2[n:11][cH:12][n:13][c:14]([NH2:20])[c:15]2[n:16][c:17]1[CH2:18][Br:19].[Na:21].[O:32]=[CH:33][N:34]([CH3:35])[CH3:36].[OH:22][CH2:23][P:24]([O:25][CH2:26][CH3:27])([O:28][CH2:29][CH3:30])=[O:31]>>[CH2:1]([CH2:2][c:3]1[cH:4][cH:5][cH:6][cH:7][cH:8]1)[n:9]1[c:10]2[n:11][cH:12][n:13][c:14]([NH2:20])[c:15]2[n:16][c:17]1[CH2:18][O:22][CH2:23][P:24]([O:25][CH2:26][CH3:27])([O:28][CH2:29][CH3:30])=[O:31]. Reactants: CN(C(C)=O)C1=CC(=C(C=C1)[N+](=O)[O-])N1CCCCC1 (N-methyl-N-(4-nitro-3-piperidin-1-yl-phenyl)-acetamide). The reagents and catalysts are [Pd] (Pd—C). The product is NC1=C(C=C(C=C1)N(C(C)=O)C)N1CCCCC1 (N-(4-amino-3-piperidin-1-yl-phenyl)-N-methyl-acetamide). As a reaction SMILES: [CH3:1][N:2]([C:6]1[CH:11]=[CH:10][C:9]([N+:12]([O-])=O)=[C:8]([N:15]2[CH2:20][CH2:19][CH2:18][CH2:17][CH2:16]2)[CH:7]=1)[C:3](=[O:5])[CH3:4]>[Pd]>[NH2:12][C:9]1[CH:10]=[CH:11][C:6]([N:2]([CH3:1])[C:3](=[O:5])[CH3:4])=[CH:7][C:8]=1[N:15]1[CH2:20][CH2:19][CH2:18][CH2:17][CH2:16]1. Procedure details: Using a procedure similar to Example 3, step (c), N-methyl-N-(4-nitro-3-piperidin-1-yl-phenyl)-acetamide (67 mg, 0.24 mmol, as prepared in the previous step) was stirred with 5% Pd—C (45 mg) under H2 to afford N-(4-amino-3-piperidin-1-yl-phenyl)-N-methyl-acetamide which was used immediately. Using a procedure similar to Example 3, step (d) this was coupled to 5-cyano-furan-2-carbonyl chloride (52 mg, 0.33 mmol) in the presence of DIEA (107 μL, 0.55 mmol) to afford 7.3 mg (8%) of the title compou... Procedure: A solution of dimethyl cyanodithioimidocarbonate (10.00 g, 0.0684 mole) and 2-butyn-1-amine (4.73 g, 0.0684 mole) in acetonitrile (200 ml) was stirred at 25° for 0.5 hour, and then at reflux for 2.5 hours. The mixture was cooled, then filtered to yield the title compound B, mp 180°-183°. Reactants: C(#N)N=C(SC)SC (dimethyl cyanodithioimidocarbonate), C(C#CC)N (2-butyn-1-amine). Yields the product C(C#CC)NC(SC)=NC#N (N-(2-Butyn-1-yl)-N'-cyano-S-methylisothiourea). Run in C(C)#N (acetonitrile). As a reaction SMILES: [C:1]([N:3]=[C:4](SC)[S:5][CH3:6])#[N:2].[CH2:9]([NH2:13])[C:10]#[C:11][CH3:12]>C(#N)C>[CH2:9]([NH:13][C:4](=[N:3][C:1]#[N:2])[S:5][CH3:6])[C:10]#[C:11][CH3:12].